The task is: describe an organic reaction: reactants, conditions, products, and yield. This data is from the Open Reaction Database (ORD), a public repository of structured organic reaction records. The reactants are CC(=O)[O-], CCO, [Cl-], O=C1CCN(CCc2ccc(F)cc2)CC1, [Na+], [NH3+]O. The product is NC1CCN(CCc2ccc(F)cc2)CC1. Reaction SMILES: [CH3:21][C:22](=[O:23])[O-:24].[CH3:25][CH2:26][OH:27].[Cl-:17].[F:1][c:2]1[cH:3][cH:4][c:5]([CH2:6][CH2:7][N:8]2[CH2:9][CH2:10][C:11](=[O:14])[CH2:12][CH2:13]2)[cH:15][cH:16]1.[Na+:20].[OH:18][NH3+:19]>>[F:1][c:2]1[cH:3][cH:4][c:5]([CH2:6][CH2:7][N:8]2[CH2:9][CH2:10][CH:11]([NH2:19])[CH2:12][CH2:13]2)[cH:15][cH:16]1. Starting materials: O[C@@H]1CNCC1 ((S)-3-hydroxypyrrolidine), BrCC1=CC(=CC(=C1)C(F)(F)F)[N+](=O)[O-] (1-(bromomethyl)-3-nitro-5-(trifluoromethyl)benzene). The solvent is C(Cl)Cl (DCM), C(Cl)Cl (DCM), C(Cl)Cl (DCM). Conditions: time 2 hour. The product is [N+](=O)([O-])C=1C=C(CN2C[C@H](CC2)O)C=C(C1)C(F)(F)F ((3S)-1-[3-nitro-5-(trifluoromethyl)benzyl]pyrrolidin-3-ol). Yield: 110.7%. RXN SMILES: [OH:1][C@H:2]1[CH2:6][CH2:5][NH:4][CH2:3]1.Br[CH2:8][C:9]1[CH:14]=[C:13]([C:15]([F:18])([F:17])[F:16])[CH:12]=[C:11]([N+:19]([O-:21])=[O:20])[CH:10]=1>C(Cl)Cl>[N+:19]([C:11]1[CH:10]=[C:9]([CH:14]=[C:13]([C:15]([F:16])([F:17])[F:18])[CH:12]=1)[CH2:8][N:4]1[CH2:5][CH2:6][C@H:2]([OH:1])[CH2:3]1)([O-:21])=[O:20]. Procedure: To a solution of (S)-3-hydroxypyrrolidine (1.84 g, 21 mmol) in DCM (10 mL) at 0° C. was added a solution of 1-(bromomethyl)-3-nitro-5-(trifluoromethyl)benzene (2.00 g, 7 mmol) in DCM (10 mL) dropwise. After the addition, the reaction mixture was allowed to stir at rt for 2 h and then diluted with DCM and washed with brine. Removal of solvent gave (3S)-1-[3-nitro-5-(trifluoromethyl)benzyl]pyrrolidin-3-ol (2.25 g, 100% yield) as yellow oil. LCMS: (FA) ES+ 291.3.Step 2: 3-[((3S)-3-{[tert-butyl(dime... Product: CC1=C(C)C(O)(c2ccccc2C2(C)OCCO2)C(C)C1C. Reactants: [Li]CCCC, CC1=C(C)C(C)C(C)C1=O, CC1(c2ccccc2Br)OCCO1, Cc1ccccc1, CCCCCC, C1CCOC1, O. RXN SMILES: [CH2:14]([Li:15])[CH2:16][CH2:17][CH3:18].[CH3:19][C:20]1=[C:24]([CH3:25])[CH:23]([CH3:26])[CH:22]([CH3:27])[C:21]1=[O:28].[CH3:1][C:2]1([c:7]2[c:8]([Br:13])[cH:9][cH:10][cH:11][cH:12]2)[O:3][CH2:4][CH2:5][O:6]1.[CH3:29][c:30]1[cH:31][cH:32][cH:33][cH:34][cH:35]1.[CH3:41][CH2:42][CH2:43][CH2:44][CH2:45][CH3:46].[O:36]1[CH2:37][CH2:38][CH2:39][CH2:40]1.[OH2:47]>>[CH3:1][C:2]1([c:7]2[c:8]([C:21]3([OH:28])[C:20]([CH3:19])=[C:24]([CH3:25])[CH:23]([CH3:26])[CH:22]3[CH3:27])[cH:9][cH:10][cH:11][cH:12]2)[O:3][CH2:4][CH2:5][O:6]1. Starting materials: CC1(COB(OC1)C=1C=CC(=NC1OC)C(=O)OCC)C (ethyl 5-(5,5-dimethyl-1,3,2-dioxaborinan-2-yl)-6-methoxypyridine-2-carboxylate), ClC=1N=CNC1 (4-chloro-1H-imidazole). Reagents/catalysts: [Cu-]=O (copper(I) oxide), [Cu-]=O (copper(I) oxide). The solvent is CO (methanol). Conditions: time 8 hour. The product is Cl.ClC=1N=CN(C1)C=1C=C(NC(C1)=O)C(=O)O (4-(4-Chloro-1H-imidazol-1-yl)-6-oxo-1,6-dihydropyridine-2-carboxylic acid, hydrochloride salt). As a reaction SMILES: CC1(C)COB([C:8]2[CH:9]=[CH:10][C:11]([C:16]([O:18]CC)=[O:17])=[N:12][C:13]=2[O:14]C)OC1.[Cl:22][C:23]1[N:24]=[CH:25][NH:26][CH:27]=1>CO.[Cu-]=O>[ClH:22].[Cl:22][C:23]1[N:24]=[CH:25][N:26]([C:9]2[CH:10]=[C:11]([C:16]([OH:18])=[O:17])[NH:12][C:13](=[O:14])[CH:8]=2)[CH:27]=1 |f:4.5|. Reported procedure: Synthesis of ethyl 4-(4-chloro-1H-imidazol-1-yl)-6-methoxypyridine-2-carboxylate (C34). 1,1-Bis(diphenylphosphino)ferrocene-palladium(II) dichloride-dichloromethane complex (49.8 mg, 0.068 mmol) was added to a solution of ethyl 5-bromo-6-methoxypyridine-2-carboxylate (prepared in analogous fashion to methyl 5-bromo-6-methoxypyridine-2-carboxylate (C30) in Preparation 10; 254 mg, 0.97 mmol), 5,5,5′,5′-tetramethyl-2,2′-bi-1,3,2-dioxaborinane (264 mg, 1.17 mmol), and potassium acetate (293 mg, 2.92... Reactants: COc1cccc(C(=O)c2sccc2Br)c1, NN, O, OCCO. The product is COc1cccc(C=NN)c1. RXN SMILES: [Br:1][c:2]1[cH:3][cH:4][s:5][c:6]1[C:7](=[O:8])[c:9]1[cH:10][c:11]([O:15][CH3:16])[cH:12][cH:13][cH:14]1.[NH2:18][NH2:19].[OH2:17].[OH:20][CH2:21][CH2:22][OH:23]>>[CH:7]([c:9]1[cH:10][c:11]([O:15][CH3:16])[cH:12][cH:13][cH:14]1)=[N:18][NH2:19]. Starting materials: [BH4-].[Na+] (NaBH4), ClC=1C=CC(=NC1)[C@](CC1=CC=CC=C1)(C1=CC(=CC(=C1)C(F)(F)F)F)NC(=O)C1CC(CC1)=O (N-((S)-1-(5-chloropyridin-2-yl)-1-(3-fluoro-5-(trifluoromethyl)phenyl)-2-phenylethyl)-3-oxocyclopentanecarboxamide). The solvent is C1CCOC1 (THF), O (H2O). Conditions: time 16 hour. Product: EtOAc hexanes, ClC=1C=CC(=NC1)[C@](CC1=CC=CC=C1)(C1=CC(=CC(=C1)C(F)(F)F)F)NC(=O)C1CC(CC1)O (N-((S)-1-(5-chloropyridin-2-yl)-1-(3-fluoro-5-(trifluoromethyl)phenyl)-2-phenylethyl)-3-hydroxycyclopentanecarboxamide). Yield: 71.0%. As a reaction SMILES: [BH4-].[Na+].[Cl:3][C:4]1[CH:5]=[CH:6][C:7]([C@@:10]([NH:29][C:30]([CH:32]2[CH2:36][CH2:35][C:34](=[O:37])[CH2:33]2)=[O:31])([C:18]2[CH:23]=[C:22]([C:24]([F:27])([F:26])[F:25])[CH:21]=[C:20]([F:28])[CH:19]=2)[CH2:11][C:12]2[CH:17]=[CH:16][CH:15]=[CH:14][CH:13]=2)=[N:8][CH:9]=1>C1COCC1.O>[Cl:3][C:4]1[CH:5]=[CH:6][C:7]([C@@:10]([NH:29][C:30]([CH:32]2[CH2:36][CH2:35][CH:34]([OH:37])[CH2:33]2)=[O:31])([C:18]2[CH:23]=[C:22]([C:24]([F:25])([F:26])[F:27])[CH:21]=[C:20]([F:28])[CH:19]=2)[CH2:11][C:12]2[CH:13]=[CH:14][CH:15]=[CH:16][CH:17]=2)=[N:8][CH:9]=1 |f:0.1|. Procedure: NaBH4 (600 μg, 0.015 mmol) was added to a solution of N-((S)-1-(5-chloropyridin-2-yl)-1-(3-fluoro-5-(trifluoromethyl)phenyl)-2-phenylethyl)-3-oxocyclopentanecarboxamide (prepared as described in Example 7, Procedure 12) (7.7 mg, 0.015 mmol) in THF (1 mL) at room temperature. The reaction was monitored by HPLC and after 16 h, the solution was diluted with H2O and extracted with EtOAc (3×). The combined EtOAc layers was further washed with 6N HCl and sat'd aqueous NaCl, dried over Na2SO4, filtered...